Dataset: the Open Reaction Database (ORD), a public repository of structured organic reaction records. Task: describe an organic reaction: reactants, conditions, products, and yield The product is CC(C)Oc1cc(C(F)(F)F)c2c3c(ccc2n1)N(C)C(C(C)C)CO3. The reactants are CC(=O)O, CC(C)Oc1cc(C(F)(F)F)c2c3c(ccc2n1)NC(C(C)C)CO3. Reaction SMILES: [C:26]([OH:27])(=[O:28])[CH3:29].[CH:1]([CH3:2])([CH3:3])[O:4][c:5]1[n:6][c:7]2[cH:8][cH:9][c:10]3[c:11]([c:12]2[c:13]([C:15]([F:16])([F:17])[F:18])[cH:14]1)[O:19][CH2:20][CH:21]([CH:23]([CH3:24])[CH3:25])[NH:22]3>>[CH:1]([CH3:2])([CH3:3])[O:4][c:5]1[n:6][c:7]2[cH:8][cH:9][c:10]3[c:11]([c:12]2[c:13]([C:15]([F:16])([F:17])[F:18])[cH:14]1)[O:19][CH2:20][CH:21]([CH:23]([CH3:24])[CH3:25])[N:22]3[CH3:26].